Task: describe an organic reaction: reactants, conditions, products, and yield. Dataset: the Open Reaction Database (ORD), a public repository of structured organic reaction records Reactants: C(C)OC(C(CC1=C(C=C(C=C1)OCC=1N=C(OC1C)C(C)(C)C)C)OCC)=O ([rac]-3-[4-(2-tert-butyl-5-methyl-oxazol-4-ylmethoxy)-2-methyl-phenyl]-2-ethoxy-propionic acid ethyl ester), [Li+].[OH-] (LiOH), Cl (HCl). The solvent is C1CCOC1.CO (THF methanol). Run at time 2 hour. Product: C(C)(C)(C)C=1OC(=C(N1)COC1=CC(=C(C=C1)CC(C(=O)O)OCC)C)C ([rac]-3-[4-(2-tert-Butyl-5-methyl-oxazol-4-ylmethoxy)-2-methyl-phenyl]-2-ethoxy-propionic acid). Yield: 94.4%. Reaction SMILES: C([O:3][C:4](=[O:29])[CH:5]([O:26][CH2:27][CH3:28])[CH2:6][C:7]1[CH:12]=[CH:11][C:10]([O:13][CH2:14][C:15]2[N:16]=[C:17]([C:21]([CH3:24])([CH3:23])[CH3:22])[O:18][C:19]=2[CH3:20])=[CH:9][C:8]=1[CH3:25])C.[Li+].[OH-].Cl>C1COCC1.CO>[C:21]([C:17]1[O:18][C:19]([CH3:20])=[C:15]([CH2:14][O:13][C:10]2[CH:11]=[CH:12][C:7]([CH2:6][CH:5]([O:26][CH2:27][CH3:28])[C:4]([OH:29])=[O:3])=[C:8]([CH3:25])[CH:9]=2)[N:16]=1)([CH3:23])([CH3:24])[CH3:22] |f:1.2,4.5|. Procedure details: To a solution of [rac]-3-[4-(2-tert-butyl-5-methyl-oxazol-4-ylmethoxy)-2-methyl-phenyl]-2-ethoxy-propionic acid ethyl ester (50 mg, 0.124 mmol) in THF/methanol 2/1 (0.75 ml) was added a 1 N aqueous LiOH solution (0.75 ml, 0.72 mmol). The reaction mixture was stirred for 2 h at ambient temperature, neutralized with 1 N aqueous HCl solution under ice cooling and concentrated under reduced pressure. The residue was dissolved in 1 N HCl/ice water 1/1 and ethyl acetate, the layers were separated and ... Reactants: ClC1=C(C=CC=C1)C1CC(CC(C1)=O)=O (5-(2-chlorophenyl)cyclohexane-1,3-dione), [H-].[Na+] (sodium hydride), ClCC(C)=O (chloroacetone). Run in CN(C)C=O (DMF). Run at time 15 minute. The product is ClC1=C(C=CC=C1)C1CC2=C(C(=CO2)C)C(C1)=O (6-(2-chlorophenyl)-3-methyl-4,5,6,7-tetrahydrobenzofuran-4-one). Reaction SMILES: [Cl:1][C:2]1[CH:7]=[CH:6][CH:5]=[CH:4][C:3]=1[CH:8]1[CH2:13][C:12](=[O:14])[CH2:11][C:10](=[O:15])[CH2:9]1.[H-].[Na+].Cl[CH2:19][C:20](=O)[CH3:21]>CN(C=O)C>[Cl:1][C:2]1[CH:7]=[CH:6][CH:5]=[CH:4][C:3]=1[CH:8]1[CH2:13][C:12](=[O:14])[C:11]2[C:20]([CH3:21])=[CH:19][O:15][C:10]=2[CH2:9]1 |f:1.2|. Procedure: To a solution of 5-(2-chlorophenyl)cyclohexane-1,3-dione (mp157-158° C.; 1.11 g) in DMF (20 ml) was added 60% sodium hydride (0.22 g), and the mixture was stirred, under argon atmosphere, at room temperature for 15 minutes. To the mixture was added chloroacetone (0.45 ml), and the mixture was stirred at 150° C. overnight (15 hours). The reaction solution was cooled and concentrated under reduced pressure. To the residue was added ice-water, and the mixture was extracted with ethyl acetate. The u... Starting materials: ClC1=C2C(NC(=N1)SC)=NC=C2 (4-chloro-2-methylthiopyrrolo[2,3-d]-pyrimidine), C(CCCCC)N (n-hexylamine). The product is C(CCCCC)NC1=C2C(NC(=N1)SC)=NC=C2 (4-(n-hexylamino)-2-methylthiopyrrolo[2,3-d]pyrimidine). Reaction SMILES: Cl[C:2]1[N:7]=[C:6]([S:8][CH3:9])[NH:5][C:4]2=[N:10][CH:11]=[CH:12][C:3]=12.[CH2:13]([NH2:19])[CH2:14][CH2:15][CH2:16][CH2:17][CH3:18]>>[CH2:13]([NH:19][C:2]1[N:7]=[C:6]([S:8][CH3:9])[NH:5][C:4]2=[N:10][CH:11]=[CH:12][C:3]=12)[CH2:14][CH2:15][CH2:16][CH2:17][CH3:18]. Procedure: To 200 mg of 4-chloro-2-methylthiopyrrolo[2,3-d]-pyrimidine was added 2 ml of n-hexylamine. The solution was heated at reflux under nitrogen for 2 hours. The resulting dark oil was purified by chromatography on 30 g of Sephadex LH-20, elution with H2O and then with increasing concentrations of ethyl alcohol up to 40% ethyl alcohol. The appropriate fractions were combined and evaporated to dryness and the solid residue was crystallized from ethyl alcohol/water to afford white crystals of product,...